From a dataset of the Open Reaction Database (ORD), a public repository of structured organic reaction records. describe an organic reaction: reactants, conditions, products, and yield The reactants are CC(C)=O, O=CO, CC=Cc1ccc2c(c1)OCO2, O, OO, O=S(=O)(O)O. Product: CC(=O)Cc1ccc2c(c1)OCO2. RXN SMILES: [CH3:23][C:24](=[O:25])[CH3:26].[CH:3](=[O:4])[OH:5].[O:6]1[CH2:7][O:8][c:9]2[cH:10][c:11]([CH:12]=[CH:13][CH3:14])[cH:15][cH:16][c:17]21.[OH2:27].[OH:1][OH:2].[S:18](=[O:19])(=[O:20])([OH:21])[OH:22]>>[O:4]=[C:13]([CH2:12][c:11]1[cH:10][c:9]2[c:17]([cH:16][cH:15]1)[O:6][CH2:7][O:8]2)[CH3:14].